The task is: describe an organic reaction: reactants, conditions, products, and yield. This data is from the Open Reaction Database (ORD), a public repository of structured organic reaction records. Reaction SMILES: [I:1][C:2]1[CH:10]=[C:6](C(O)=O)[C:5]([OH:11])=[CH:4][CH:3]=1>CO.S(=O)(=O)(O)O>[CH3:3][CH2:4][C:5]([O:11][C:5]1[CH:4]=[CH:3][C:2]([I:1])=[CH:10][CH:6]=1)=[O:11]. Isolated yield 133.9%. Reagents/catalysts: S(O)(O)(=O)=O (sulfuric acid). Procedure details: To a solution of 5-iodosalicylic acid (5.0 g, 18.94 mmol) in methanol (100 mL) was added a few drops of sulfuric acid. The reaction was stirred at reflux for 24 hours. The reaction solvent (methanol) was evaporated to small volume and water was added and extracted with dichloromethane. The organic layer was washed with 10% NaHCO3 solution, water and brine, dried over magnesium sulfate, filtered and evaporated to give the title compound (3.5 g, 66.5%): 1H NMR (CDCl3) δ 3.96 (s, 3H), 6.78 (d, 1H),... Starting materials: IC1=CC=C(C(C(=O)O)=C1)O (5-iodosalicylic acid). Yields the product CCC(=O)OC1=CC=C(C=C1)I (4-Iodophenol Methyl Acetate). The solvent is CO (methanol). Reactants: C(C1CO1)OCCCCCCCCCCCC(CCCCCC)O (12-hydroxyoctadecyl glycidyl ether), C(O)CN (ethanolamine), resultant mixture. Solvent: C(C)O (ethanol). Run at temperature 80 celsius. Product: OCCNCC(COCCCCCCCCCCCC(CCCCCC)O)O (1-(2-hydroxyethylamino)-3-(12-hydroxyoctadecyloxy)-2-propanol). The yield is 76.3%. As a reaction SMILES: [CH2:1]([CH2:3][NH2:4])[OH:2].[CH2:5]([O:9][CH2:10][CH2:11][CH2:12][CH2:13][CH2:14][CH2:15][CH2:16][CH2:17][CH2:18][CH2:19][CH2:20][CH:21]([OH:28])[CH2:22][CH2:23][CH2:24][CH2:25][CH2:26][CH3:27])[CH:6]1[O:8][CH2:7]1>C(O)C>[OH:2][CH2:1][CH2:3][NH:4][CH2:7][CH:6]([OH:8])[CH2:5][O:9][CH2:10][CH2:11][CH2:12][CH2:13][CH2:14][CH2:15][CH2:16][CH2:17][CH2:18][CH2:19][CH2:20][CH:21]([OH:28])[CH2:22][CH2:23][CH2:24][CH2:25][CH2:26][CH3:27]. Reported procedure: A 200-ml flask equipped with a stirrer, reflux condenser and dropping funnel was charged with 35.0 g (0.57 mol) of ethanolamine and 35 g of ethanol, and the mixture was heated to 80° C. with stirring in a nitrogen atmosphere. To this mixture, 13.0 g (38 mmol) of 12-hydroxyoctadecyl glycidyl ether were added dropwise over 3 hours. After the resultant mixture was stirred further for 3 hours, it was concentrated under reduced pressure and purified by column chromatography on silica gel, thereby obt... Starting materials: Clc1c[nH]c2ccccc12, [K+], [K+], [K+], O=C([O-])[O-], CN(C)C=O, [OH-]. Product: Nn1cc(Cl)c2ccccc21. As a reaction SMILES: [Cl:1][c:2]1[cH:3][nH:4][c:5]2[cH:6][cH:7][cH:8][cH:9][c:10]12.[K+:11].[K+:12].[K+:18].[O-:13][C:14]([O-:15])=[O:16].[O:19]=[CH:20][N:21]([CH3:22])[CH3:23].[OH-:17]>>[Cl:1][c:2]1[cH:3][n:4]([NH2:21])[c:5]2[cH:6][cH:7][cH:8][cH:9][c:10]12. Reactants: C1(CC1)C(=O)C1=C(C(=O)O)C=C(C=C1)OC (2-cyclopropanecarbonyl-5-methoxybenzoic acid), O.NN (hydrazine hydrate). Product: C1(CC1)C1=NNC(C2=CC(=CC=C12)OC)=O (4-Cyclopropyl-7-methoxy-2H-phthalazin-1-one). RXN SMILES: [CH:1]1([C:4]([C:6]2[CH:14]=[CH:13][C:12]([O:15][CH3:16])=[CH:11][C:7]=2[C:8](O)=[O:9])=O)[CH2:3][CH2:2]1.O.[NH2:18][NH2:19]>>[CH:1]1([C:4]2[C:6]3[C:7](=[CH:11][C:12]([O:15][CH3:16])=[CH:13][CH:14]=3)[C:8](=[O:9])[NH:19][N:18]=2)[CH2:3][CH2:2]1 |f:1.2|. Procedure details: This compound is obtained according to the procedure described in 1.2. by reacting 2-cyclopropanecarbonyl-5-methoxybenzoic acid with hydrazine hydrate. The reactants are F[B-](F)(F)F, CC(=O)Nc1c(Cl)cc([N+]#N)cc1Cl, [Cu+2], O=[N+]([O-])[O-], O=[N+]([O-])[O-], O, Oc1ccccc1. Yields the product CC(=O)Nc1c(Cl)cc(O)cc1Cl. Reaction SMILES: [B-:1]([F:2])([F:3])([F:4])[F:5].[C:6]([CH3:7])(=[O:8])[NH:9][c:10]1[c:11]([Cl:19])[cH:12][c:13]([N+:17]#[N:18])[cH:14][c:15]1[Cl:16].[Cu+2:32].[N+:28]([O-:29])([O-:30])=[O:31].[N+:33]([O-:34])([O-:35])=[O:36].[OH2:27].[OH:20][c:21]1[cH:22][cH:23][cH:24][cH:25][cH:26]1>>[C:6]([CH3:7])(=[O:8])[NH:9][c:10]1[c:11]([Cl:19])[cH:12][c:13]([OH:20])[cH:14][c:15]1[Cl:16].